Task: describe an organic reaction: reactants, conditions, products, and yield. Dataset: the Open Reaction Database (ORD), a public repository of structured organic reaction records The reactants are C(C1=CC=CC=C1)OC1=CC=C2C(N(C=NC2=C1)COC(C(C)(C)C)=O)=O (7-benzyloxy-3-((pivaloyloxy)methyl)-3,4-dihydroquinazolin-4-one). Solvent: C(=O)(C(F)(F)F)O (TFA). Run at time 18 hour. The product is OC1=CC=C2C(N(C=NC2=C1)COC(C(C)(C)C)=O)=O (7-hydroxy-3-((pivaloyloxy)methyl)-3,4-dihydroquinazolin-4-one). The yield is 89.2%. RXN SMILES: C([O:8][C:9]1[CH:18]=[C:17]2[C:12]([C:13](=[O:27])[N:14]([CH2:19][O:20][C:21](=[O:26])[C:22]([CH3:25])([CH3:24])[CH3:23])[CH:15]=[N:16]2)=[CH:11][CH:10]=1)C1C=CC=CC=1>C(O)(C(F)(F)F)=O>[OH:8][C:9]1[CH:18]=[C:17]2[C:12]([C:13](=[O:27])[N:14]([CH2:19][O:20][C:21](=[O:26])[C:22]([CH3:23])([CH3:24])[CH3:25])[CH:15]=[N:16]2)=[CH:11][CH:10]=1. Procedure: 7-benzyloxy-3-((pivaloyloxy)methyl)-3,4-dihydroquinazolin-4-one (8.0 g, 22 mmol) was dissolved in TFA (40ml) and the mixture heated at reflux for 3 hours then allowed to cool to ambient temperature and stirred for 18 hours. The TFA was removed by evaporation and the residue resuspended in a mixture of ether and aqueous sodium hydrogen carbonate solution. The solid was collected by filtration, washed with water and ether and dried at 40° C. for 3 hours under high vacuum to give 7-hydroxy-3-((piva...